This data is from the Open Reaction Database (ORD), a public repository of structured organic reaction records. The task is: describe an organic reaction: reactants, conditions, products, and yield The reactants are CC(C)c1nc(C(=O)N2CCOC3(CCN(Cc4cc(Cl)cc(CCO)c4)CC3)C2)cs1, ClCCl, O=C(O)C(F)(F)F. Yields the product CC(C)c1nc(C(=O)N2CCOC3(CCN(Cc4cc(Cl)cc(CC=O)c4)CC3)C2)cs1. RXN SMILES: [Cl:1][c:2]1[cH:3][c:4]([CH2:5][N:6]2[CH2:7][CH2:8][C:9]3([CH2:10][N:11]([C:15](=[O:16])[c:17]4[n:18][c:19]([CH:22]([CH3:23])[CH3:24])[s:20][cH:21]4)[CH2:12][CH2:13][O:14]3)[CH2:25][CH2:26]2)[cH:27][c:28]([CH2:30][CH2:31][OH:32])[cH:29]1.[Cl:40][CH2:41][Cl:42].[OH:33][C:34]([C:35]([F:36])([F:37])[F:38])=[O:39]>>[Cl:1][c:2]1[cH:3][c:4]([CH2:5][N:6]2[CH2:7][CH2:8][C:9]3([CH2:10][N:11]([C:15](=[O:16])[c:17]4[n:18][c:19]([CH:22]([CH3:23])[CH3:24])[s:20][cH:21]4)[CH2:12][CH2:13][O:14]3)[CH2:25][CH2:26]2)[cH:27][c:28]([CH2:30][CH:31]=[O:32])[cH:29]1.